From a dataset of the Open Reaction Database (ORD), a public repository of structured organic reaction records. describe an organic reaction: reactants, conditions, products, and yield The reactants are Cl.N[C@@H]1CC[C@H](CC1)NC(=O)C1=C(NC2=C1N=CN=C2C2=C(C=CC(=C2)OC)OCC2CC2)C (N-(trans-4-aminocyclohexyl)-4-[2-(cyclopropylmethoxy)-5-methoxyphenyl]-6-methyl-5H-pyrrolo[3,2-d]pyrimidine-7-carboxamide hydrochloride), C(C)(=O)Cl (acetyl chloride). Product: C(C)(=O)N[C@@H]1CC[C@H](CC1)NC(=O)C1=C(NC2=C1N=CN=C2C2=C(C=CC(=C2)OC)OCC2CC2)C (N-(trans-4-acetamidocyclohexyl)-4-[2-(cyclopropylmethoxy)-5-methoxyphenyl]-6-methyl-5H-pyrrolo[3,2-d]pyrimidine-7-carboxamide). As a reaction SMILES: Cl.[NH2:2][C@H:3]1[CH2:8][CH2:7][C@H:6]([NH:9][C:10]([C:12]2[C:16]3[N:17]=[CH:18][N:19]=[C:20]([C:21]4[CH:26]=[C:25]([O:27][CH3:28])[CH:24]=[CH:23][C:22]=4[O:29][CH2:30][CH:31]4[CH2:33][CH2:32]4)[C:15]=3[NH:14][C:13]=2[CH3:34])=[O:11])[CH2:5][CH2:4]1.[C:35](Cl)(=[O:37])[CH3:36]>>[C:35]([NH:2][C@H:3]1[CH2:8][CH2:7][C@H:6]([NH:9][C:10]([C:12]2[C:16]3[N:17]=[CH:18][N:19]=[C:20]([C:21]4[CH:26]=[C:25]([O:27][CH3:28])[CH:24]=[CH:23][C:22]=4[O:29][CH2:30][CH:31]4[CH2:32][CH2:33]4)[C:15]=3[NH:14][C:13]=2[CH3:34])=[O:11])[CH2:5][CH2:4]1)(=[O:37])[CH3:36] |f:0.1|. Reported procedure: Starting from N-(trans-4-aminocyclohexyl)-4-[2-(cyclopropylmethoxy)-5-methoxyphenyl]-6-methyl-5H-pyrrolo[3,2-d]pyrimidine-7-carboxamide hydrochloride (example D.f24) and commercially available acetyl chloride the title compound is obtained as colorless solid. Starting materials: Cc1ccc(F)cc1Br, CN(C)C=O, CCCCCC, [Li]CCCC, C1CCOC1. RXN SMILES: [Br:1][c:2]1[c:3]([CH3:9])[cH:4][cH:5][c:6]([F:8])[cH:7]1.[CH3:15][N:16]([CH:17]=[O:18])[CH3:19].[CH3:25][CH2:26][CH2:27][CH2:28][CH2:29][CH3:30].[Li:10][CH2:11][CH2:12][CH2:13][CH3:14].[O:20]1[CH2:21][CH2:22][CH2:23][CH2:24]1>>[c:2]1([CH:17]=[O:18])[c:3]([CH3:9])[cH:4][cH:5][c:6]([F:8])[cH:7]1. Yields the product Cc1ccc(F)cc1C=O. Reactants: [BH4-], CCOC(=O)C1CCN(C(=O)c2ccccc2)CC1, [Li+], C1CCOC1. Product: O=C(c1ccccc1)N1CCC(CO)CC1. Reaction SMILES: [BH4-:1].[C:3]([c:4]1[cH:5][cH:6][cH:7][cH:8][cH:9]1)(=[O:10])[N:11]1[CH2:12][CH2:13][CH:14]([C:17](=[O:18])[O:19][CH2:20][CH3:21])[CH2:15][CH2:16]1.[Li+:2].[O:22]1[CH2:23][CH2:24][CH2:25][CH2:26]1>>[C:3]([c:4]1[cH:5][cH:6][cH:7][cH:8][cH:9]1)(=[O:10])[N:11]1[CH2:12][CH2:13][CH:14]([CH2:17][OH:18])[CH2:15][CH2:16]1.